This data is from the Open Reaction Database (ORD), a public repository of structured organic reaction records. The task is: describe an organic reaction: reactants, conditions, products, and yield The reactants are S(=O)(Cl)Cl (thionyl chloride), OCC=1N=CN(C1CCC)S(=O)(=O)N(C)C (4-(hydroxymethyl)-N,N-dimethyl-5-propyl-1H-imidazole-1-sulphonamide). The solvent is ClCCl (dichloromethane), ClCCl (dichloromethane). The product is ClCC=1N=CN(C1CCC)S(=O)(=O)N(C)C (4-(Chloromethyl)-N,N-dimethyl-5-propyl-1H-imidazole-1-sulphonamide). As a reaction SMILES: S(Cl)([Cl:3])=O.O[CH2:6][C:7]1[N:8]=[CH:9][N:10]([S:15]([N:18]([CH3:20])[CH3:19])(=[O:17])=[O:16])[C:11]=1[CH2:12][CH2:13][CH3:14]>ClCCl>[Cl:3][CH2:6][C:7]1[N:8]=[CH:9][N:10]([S:15]([N:18]([CH3:20])[CH3:19])(=[O:17])=[O:16])[C:11]=1[CH2:12][CH2:13][CH3:14]. Procedure details: A solution of thionyl chloride (0.12 ml) in dry dichloromethane (1.2 ml) was added dropwise to a cold (0°) stirred solution of 4-(hydroxymethyl)-N,N-dimethyl-5-propyl-1H-imidazole-1-sulphonamide (340 mg) in dry dichloromethane (7.5 ml) under nitrogen. After 1.5 h the solution was washed with 8% sodium bicarbonate solution (2×15 ml) and the aqueous phase was extracted with dichloromethane (2×10 ml). The combined organic extracts were washed with water (15 ml), dried and evaporated to give the tit... Starting materials: C(C)(C)(C)OC(=O)N[C@@H]1C[C@@H]([C@H](C1)C1=CC=CC=C1)CN1CCC(CC1)N(CC=C)C(=O)OCC1=CC=C(C=C1)[N+](=O)[O-] (1-(S)-((t-butoxycarbonyl)amino)-3-(S)-((4-(N-(4-nitrobenzyloxycarbonyl)-N-(allyl)amino)piperidin-1-yl)methyl)-4-(S)-phenylcyclopentane), C(C1=CC=CC=C1)(=O)Cl (benzoyl chloride). Yields the product C1(=CC=CC=C1)C(=O)N[C@@H]1C[C@@H]([C@H](C1)C1=CC=CC=C1)CN1CCC(CC1)N(CC=C)C(=O)OCC1=CC=C(C=C1)[N+](=O)[O-] (1-(S)-((Phenylcarbonyl)amino)-3-(S)-((4-(N-(4-nitrobenzyloxycarbonyl)-N-(allyl)amino)piperidin-1-yl)methyl)-4-(S)-phenylcyclopentane). Reaction SMILES: C(OC([NH:8][C@H:9]1[CH2:13][C@H:12]([C:14]2[CH:19]=[CH:18][CH:17]=[CH:16][CH:15]=2)[C@@H:11]([CH2:20][N:21]2[CH2:26][CH2:25][CH:24]([N:27]([C:31]([O:33][CH2:34][C:35]3[CH:40]=[CH:39][C:38]([N+:41]([O-:43])=[O:42])=[CH:37][CH:36]=3)=[O:32])[CH2:28][CH:29]=[CH2:30])[CH2:23][CH2:22]2)[CH2:10]1)=O)(C)(C)C.[C:44](Cl)(=[O:51])[C:45]1[CH:50]=[CH:49][CH:48]=[CH:47][CH:46]=1>>[C:45]1([C:44]([NH:8][C@H:9]2[CH2:13][C@H:12]([C:14]3[CH:19]=[CH:18][CH:17]=[CH:16][CH:15]=3)[C@@H:11]([CH2:20][N:21]3[CH2:22][CH2:23][CH:24]([N:27]([C:31]([O:33][CH2:34][C:35]4[CH:40]=[CH:39][C:38]([N+:41]([O-:43])=[O:42])=[CH:37][CH:36]=4)=[O:32])[CH2:28][CH:29]=[CH2:30])[CH2:25][CH2:26]3)[CH2:10]2)=[O:51])[CH:50]=[CH:49][CH:48]=[CH:47][CH:46]=1. Procedure details: Using essentially the same procedure as in Example 16, Step A and B but substituting 1-(S)-((t-butoxycarbonyl)amino)-3-(S)-((4-(N-(4-nitrobenzyloxycarbonyl)-N-(allyl)amino)piperidin-1-yl)methyl)-4-(S)-phenylcyclopentane from Example 33 in Step A and benzoyl chloride in Step B, the title compound was prepared. The reactants are C(CCC)OC1=C(N(C(C2=CC=C(C=C12)C=1SC=C(N1)C(=O)O)=O)CC(C)C)CNC(=O)OC(C)(C)C (2-[4-Butoxy-3-[[(tert-butoxycarbonyl)amino]methyl]-2-isobutyl-1-oxo-1,2-dihydro-6-isoquinolinyl]-1,3-thiazole-4-carboxylic acid), Cl (hydrogen chloride). The solvent is C(C)(=O)OCC (ethyl acetate). Conditions: time 1 hour. Yields the product Cl.NCC=1N(C(C2=CC=C(C=C2C1OCCCC)C=1SC=C(N1)C(=O)O)=O)CC(C)C (2-[3-(aminomethyl)-4-butoxy-2-isobutyl-1-oxo-1,2-dihydro-6-isoquinolinyl]-1,3-thiazole-4-carboxylic acid hydrochloride). The yield is 92.9%. As a reaction SMILES: [CH2:1]([O:5][C:6]1[C:15]2[C:10](=[CH:11][CH:12]=[C:13]([C:16]3[S:17][CH:18]=[C:19]([C:21]([OH:23])=[O:22])[N:20]=3)[CH:14]=2)[C:9](=[O:24])[N:8]([CH2:25][CH:26]([CH3:28])[CH3:27])[C:7]=1[CH2:29][NH:30]C(OC(C)(C)C)=O)[CH2:2][CH2:3][CH3:4].[ClH:38]>C(OCC)(=O)C>[ClH:38].[NH2:30][CH2:29][C:7]1[N:8]([CH2:25][CH:26]([CH3:27])[CH3:28])[C:9](=[O:24])[C:10]2[C:15]([C:6]=1[O:5][CH2:1][CH2:2][CH2:3][CH3:4])=[CH:14][C:13]([C:16]1[S:17][CH:18]=[C:19]([C:21]([OH:23])=[O:22])[N:20]=1)=[CH:12][CH:11]=2 |f:3.4|. Procedure: 2-[4-Butoxy-3-[[(tert-butoxycarbonyl)amino]methyl]-2-isobutyl-1-oxo-1,2-dihydro-6-isoquinolinyl]-1,3-thiazole-4-carboxylic acid (0.16 g, 0.3 mmol) was dissolved in a solution of 4N hydrogen chloride in ethyl acetate (5 ml) and the mixture was stirred at room temperature for 1 h. The reaction mixture was concentrated under reduced pressure and the residue was crystallized from ethyl acetate to give 2-[3-(aminomethyl)-4-butoxy-2-isobutyl-1-oxo-1,2-dihydro-6-isoquinolinyl]-1,3-thiazole-4-carboxylic... The reactants are BrC1=CC=C(C=N1)C(=O)N1CCN(CC1)C1=NC=C(C=C1C)C ((6-bromopyridin-3-yl)[4-(3,5-dimethylpyridin-2-yl)piperazin-1-yl]methanone), C(C1=CC=CC=C1)(=O)N1C(NCC1(C)C)=O (1-benzoyl-5,5-dimethylimidazolidin-2-one). Product: CC=1C(=NC=C(C1)C)N1CCN(CC1)C(=O)C=1C=CC(=NC1)N1C(NC(C1)(C)C)=O (1-{5-[4-(3,5-dimethylpyridin-2-yl)piperazine-1-carbonyl]pyridin-2-yl}-4,4-dimethylimidazolidin-2-one). Yield: 36.7%. As a reaction SMILES: Br[C:2]1[N:7]=[CH:6][C:5]([C:8]([N:10]2[CH2:15][CH2:14][N:13]([C:16]3[C:21]([CH3:22])=[CH:20][C:19]([CH3:23])=[CH:18][N:17]=3)[CH2:12][CH2:11]2)=[O:9])=[CH:4][CH:3]=1.C([N:32]1[C:36]([CH3:38])([CH3:37])[CH2:35][NH:34][C:33]1=[O:39])(=O)C1C=CC=CC=1>>[CH3:22][C:21]1[C:16]([N:13]2[CH2:14][CH2:15][N:10]([C:8]([C:5]3[CH:4]=[CH:3][C:2]([N:34]4[CH2:35][C:36]([CH3:38])([CH3:37])[NH:32][C:33]4=[O:39])=[N:7][CH:6]=3)=[O:9])[CH2:11][CH2:12]2)=[N:17][CH:18]=[C:19]([CH3:23])[CH:20]=1. Reported procedure: Using (6-bromopyridin-3-yl)[4-(3,5-dimethylpyridin-2-yl)piperazin-1-yl]methanone (150 mg) described in Preparation Example 127 and 1-benzoyl-5,5-dimethylimidazolidin-2-one (105 mg) described in Preparation Example 58 and by the reaction and treatment in the same manner as in Example 509 to give the title compound (60 mg) produced by debenzoylation that simultaneously proceeded during the reaction. The reactants are C(C)(C)[C@@H]1CC[C@]2([C@H]1[C@H]1CC[C@@H]3[C@]4(CCC(C([C@@H]4CC[C@]3([C@@]1(CC2)C)C)(C)C)C2=CC=C(C(=O)OCC[Si](C)(C)C)C=C2)C)C(NCCC(OCC[Si](C)(C)C)=O)=O (2-(trimethylsilyl)ethyl 4-((1S,3aS,5aR,5bR,7aS,11aS,11bR,13aR,13bR)-1-isopropyl-5a,5b,8,8,11a-pentamethyl-3a-(3-oxo-3-(2-(trimethylsilyl)ethoxy)propylcarbamoyl)icosahydro-1H-cyclopenta[a]chrysen-9-yl)benzoate), CCCC[N+](CCCC)(CCCC)CCCC.[F-] (TBAF). Run in C1CCOC1 (THF). Conditions: time 1 hour. Yields the product C(=O)(O)CCNC(=O)[C@]12[C@@H]([C@H]3CC[C@@H]4[C@]5(CCC(C([C@@H]5CC[C@]4([C@@]3(CC1)C)C)(C)C)C1=CC=C(C(=O)O)C=C1)C)[C@@H](CC2)C(C)C (4-((1S,3aS,5aR,5bR,7aS,11aS,11bR,13aR,13bR)-3a-(2-carboxyethylcarbamoyl)-1-isopropyl-5a,5b,8,8,11a-pentamethylicosahydro-1H-cyclopenta[a]chrysen-9-yl)benzoic acid). Isolated yield 52882.4%. As a reaction SMILES: [CH:1]([C@H:4]1[C@@H:8]2[C@@H:9]3[C@@:22]([CH3:25])([CH2:23][CH2:24][C@@:7]2([C:45](=[O:58])[NH:46][CH2:47][CH2:48][C:49](=[O:57])[O:50]CC[Si](C)(C)C)[CH2:6][CH2:5]1)[C@@:21]1([CH3:26])[C@@H:12]([C@:13]2([CH3:44])[C@@H:18]([CH2:19][CH2:20]1)[C:17]([CH3:28])([CH3:27])[CH:16]([C:29]1[CH:43]=[CH:42][C:32]([C:33]([O:35]CC[Si](C)(C)C)=[O:34])=[CH:31][CH:30]=1)[CH2:15][CH2:14]2)[CH2:11][CH2:10]3)([CH3:3])[CH3:2].CCCC[N+](CCCC)(CCCC)CCCC.[F-]>C1COCC1>[C:49]([CH2:48][CH2:47][NH:46][C:45]([C@:7]12[CH2:6][CH2:5][C@@H:4]([CH:1]([CH3:3])[CH3:2])[C@@H:8]1[C@@H:9]1[C@@:22]([CH3:25])([CH2:23][CH2:24]2)[C@@:21]2([CH3:26])[C@@H:12]([C@:13]3([CH3:44])[C@@H:18]([CH2:19][CH2:20]2)[C:17]([CH3:28])([CH3:27])[CH:16]([C:29]2[CH:43]=[CH:42][C:32]([C:33]([OH:35])=[O:34])=[CH:31][CH:30]=2)[CH2:15][CH2:14]3)[CH2:11][CH2:10]1)=[O:58])([OH:57])=[O:50] |f:1.2|. Reported procedure: 2-(trimethylsilyl)ethyl 4-((1S,3aS,5aR,5bR,7aS,11aS,11bR,13aR,13bR)-1-isopropyl-5a,5b,8,8,11a-pentamethyl-3a-(3-oxo-3-(2-(trimethylsilyl)ethoxy)propylcarbamoyl)icosahydro-1H-cyclopenta[a]chrysen-9-yl)benzoate (14 mg, 0.017 mmol) was dissolved in THF (Volume: 0.5 mL) and treated with TBAF (0.5 mL, 0.500 mmol). The mixture was stirred at rt for 1 h. The solvent was removed in vacuo and the residue was dissolved in DMF and purified using reverse phase prep HPLC to afford 4-((1S,3aS,5aR,5bR,7aS,11aS... The reactants are CCCCCCC#Cc1cscc1Br, [Li]CCCC, CCCCCC, C1CCOC1. Yields the product CCCCCCC#Cc1cscc1C=O. Reaction SMILES: [Br:1][c:2]1[cH:3][s:4][cH:5][c:6]1[C:7]#[C:8][CH2:9][CH2:10][CH2:11][CH2:12][CH2:13][CH3:14].[CH2:15]([Li:16])[CH2:17][CH2:18][CH3:19].[CH3:20][CH2:21][CH2:22][CH2:23][CH2:24][CH3:25].[O:26]1[CH2:27][CH2:30][CH2:29][CH2:28]1>>[c:2]1([CH:27]=[O:26])[cH:3][s:4][cH:5][c:6]1[C:7]#[C:8][CH2:9][CH2:10][CH2:11][CH2:12][CH2:13][CH3:14]. The reactants are [OH-].[Na+] (sodium hydroxide), C(#N)CC1COC2=CC=CC=C2C1 (3-cyanomethylchroman), C(C)O (ethanol). The product is C(=O)(O)CC1COC2=CC=CC=C2C1 (3-carboxymethylchroman). Yield: 96.0%. As a reaction SMILES: [OH-:1].[Na+].C(C[CH:6]1[CH2:15][C:14]2[C:9](=[CH:10][CH:11]=[CH:12][CH:13]=2)[O:8][CH2:7]1)#N.[CH2:16]([OH:18])[CH3:17]>>[C:16]([CH2:17][CH:6]1[CH2:15][C:14]2[C:9](=[CH:10][CH:11]=[CH:12][CH:13]=2)[O:8][CH2:7]1)([OH:1])=[O:18] |f:0.1|. Reported procedure: 50 ml of 2N sodium hydroxide solution are added to a solution of 7.8 g (45 mmol) of 3-cyanomethylchroman in 150 ml of ethanol and the whole is boiled under reflux for 16 hours. After cooling, the reaction mixture is concentrated by evaporation in vacuo. The residue is dissolved in water and extracted with diethyl ether. The aqueous phase is acidified with hydrochloric acid (36% strength) and extracted by shaking with dichloromethane. The combined dichloromethane extracts are dried over sodium su... The reactants are O (water), BrCN1S(C2=C(C1=O)C(=CC(=C2)OC)C(C)C)(=O)=O (2-bromomethyl-4-isopropyl-6-methoxy-1,2-benzisothiazol-3(2H)-one 1,1-dioxide), [N+](=O)([O-])C1=CC=C(C=C1)N1N=C(C=C1O)C(F)(F)F (1-(4-nitrophenyl)-3-trifluoromethyl-5-hydroxypyrazole), C(=O)([O-])[O-].[Cs+].[Cs+] (Cs2CO3). Run in CN(C)C=O (DMF), CO (methanol). Reaction conditions: temperature 20 celsius, time 4 hour. The product is C(C)(C)C1=CC(=CC2=C1C(N(S2(=O)=O)COC2=CC(=NN2C2=CC=C(C=C2)[N+](=O)[O-])C(F)(F)F)=O)OC (4-isopropyl-6-methoxy-2-[1-(4-nitrophenyl)-3-trifluoromethylpyrazol-5-yl-oxymethyl)-1,2-benzisothiazol-3(2H)-one 1,1-dioxide). Isolated yield 47.3%. Reaction SMILES: [N+:1]([C:4]1[CH:9]=[CH:8][C:7]([N:10]2[C:14]([OH:15])=[CH:13][C:12]([C:16]([F:19])([F:18])[F:17])=[N:11]2)=[CH:6][CH:5]=1)([O-:3])=[O:2].C([O-])([O-])=O.[Cs+].[Cs+].Br[CH2:27][N:28]1[C:32](=[O:33])[C:31]2[C:34]([CH:40]([CH3:42])[CH3:41])=[CH:35][C:36]([O:38][CH3:39])=[CH:37][C:30]=2[S:29]1(=[O:44])=[O:43].O>CO.CN(C=O)C>[CH:40]([C:34]1[C:31]2[C:32](=[O:33])[N:28]([CH2:27][O:15][C:14]3[N:10]([C:7]4[CH:8]=[CH:9][C:4]([N+:1]([O-:3])=[O:2])=[CH:5][CH:6]=4)[N:11]=[C:12]([C:16]([F:19])([F:18])[F:17])[CH:13]=3)[S:29](=[O:44])(=[O:43])[C:30]=2[CH:37]=[C:36]([O:38][CH3:39])[CH:35]=1)([CH3:42])[CH3:41] |f:1.2.3|. Procedure: A mixture of 1-(4-nitrophenyl)-3-trifluoromethyl-5-hydroxypyrazole (450 mg; 1.65 mmol) and Cs2CO3 (269 mg; 0.825 mmol) in methanol (9 ml) was stirred at 20° C. for 4 hours. The solvent was concentrated in vacuo, and the residue was dried in vacuo overnight. To a solution of the above residue in 7 ml of DMF was added 2-bromomethyl-4-isopropyl-6-methoxy-1,2-benzisothiazol-3(2H)-one 1,1-dioxide (479 mg, 1.37 mmol) and the resulting mixture was stirred at room temperature (20° C.) for 3 hours and th... The reactants are Cl.C1(CCCC12CCNCC2)=O (8-azaspiro[4,5]decane-1-one hydrochloride), CN(N)C1=CC=CC=C1 (1-methyl-1-phenylhydrazine), CO (methanol). Run in Cl (hydrochloric acid). The product is Cl.CN1C2=C(C=3C=CC=CC13)CCC21CCNCC1 (1,4-Dihydro-4-methylspiro[cyclopent[b]indole-3(2H), 4′-piperidine]hydrochloride). Isolated yield 97.5%. RXN SMILES: [ClH:1].[C:2]1(=O)[C:6]2([CH2:11][CH2:10][NH:9][CH2:8][CH2:7]2)[CH2:5][CH2:4][CH2:3]1.[CH3:13][N:14]([C:16]1[CH:21]=[CH:20][CH:19]=[CH:18][CH:17]=1)N.CO>Cl>[ClH:1].[CH3:13][N:14]1[C:16]2[CH:21]=[CH:20][CH:19]=[CH:18][C:17]=2[C:3]2[CH2:4][CH2:5][C:6]3([CH2:11][CH2:10][NH:9][CH2:8][CH2:7]3)[C:2]1=2 |f:0.1,5.6|. Procedure: A solution of 8-azaspiro[4,5]decane-1-one hydrochloride (5.2 g) in 95% ethanolic hydrochloric acid (30 ml) and 1-methyl-1-phenylhydrazine (5 g) was heated overnight on a steam bath, under nitrogen. The reaction mixture was cooled to ambient temperature, methanol was added and the mixture was concentrated in vacuo. The residue was flash chromatographed (silica gel) eluting with 10% methanol/dichloromethane. The appropriate fractions were collected and concentrated to afford 7.4 g (95%) of product...